Task: describe an organic reaction: reactants, conditions, products, and yield. Dataset: the Open Reaction Database (ORD), a public repository of structured organic reaction records Reactants: OC=1C=C(C(=O)O)C=CC1 (3-hydroxybenzoic acid), ClCCO (2-chloroethanol). The solvent is S(O)(O)(=O)=O (sulfuric acid), C(C)(=O)OCC (ethyl acetate). Yields the product OC=1C=C(C(=O)OCCCl)C=CC1 (2-Chloroethyl 3-hydroxybenzoate). The yield is 95.2%. As a reaction SMILES: [OH:1][C:2]1[CH:3]=[C:4]([CH:8]=[CH:9][CH:10]=1)[C:5]([OH:7])=[O:6].[Cl:11][CH2:12][CH2:13]O>S(=O)(=O)(O)O.C(OCC)(=O)C>[OH:1][C:2]1[CH:3]=[C:4]([CH:8]=[CH:9][CH:10]=1)[C:5]([O:7][CH2:13][CH2:12][Cl:11])=[O:6]. Procedure: A solution of 3-hydroxybenzoic acid (15.0 g, 0.11 mol) in 2-chloroethanol (70 mL, 1.0 mol) and 1 mL of concentrated sulfuric acid was refluxed for overnight. TLC analysis (silica gel/20% ethyl acetate/hexane) showed clean conversion to a new material. The excess chloroethanol was removed by evaporation to obtain a brown solution which was dissolved in ethyl acetate and washed with water. The organic layer was dried with MgSO4 and concentrated to obtain 21.0 g of the product as a white solid: mp ... Reactants: C(#C)C1(CCC2(OCCO2)CC1)O (8-Ethynyl-1,4-dioxaspiro[4.5]decan-8-ol), C(CCC)[Li] (n-butyllithium), CON(C(C1=CN=C(C=C1)C)=O)C (N-methoxy-N-methyl-6-methyl-nicotinamide), [Cl-].[NH4+] (ammonium chloride). The solvent is O1CCCC1 (tetrahydrofuran), O1CCCC1 (tetrahydrofuran). Run at time 30 minute. Product: OC1(CCC2(OCCO2)CC1)C#CC(=O)C=1C=NC(=CC1)C (3-(8-Hydroxy-1,4-dioxaspiro[4.5]decan-8-yl)-1-(6-methylpyridin-3-yl)-2-propyn-1-one). The yield is 64.0%. Reaction SMILES: [C:1]([C:3]1([OH:13])[CH2:12][CH2:11][C:6]2([O:10][CH2:9][CH2:8][O:7]2)[CH2:5][CH2:4]1)#[CH:2].C([Li])CCC.CON(C)[C:22](=[O:30])[C:23]1[CH:28]=[CH:27][C:26]([CH3:29])=[N:25][CH:24]=1.[Cl-].[NH4+]>O1CCCC1>[OH:13][C:3]1([C:1]#[C:2][C:22]([C:23]2[CH:24]=[N:25][C:26]([CH3:29])=[CH:27][CH:28]=2)=[O:30])[CH2:12][CH2:11][C:6]2([O:7][CH2:8][CH2:9][O:10]2)[CH2:5][CH2:4]1 |f:3.4|. Procedure details: To a solution of 8-ethynyl-1,4-dioxaspiro[4.5]decan-8-ol (Reference Example 1) (592 mg, 3.25 mmol) in tetrahydrofuran (6 mL), 2.63 M n-butyllithium (solution in n-hexane, 2.6 mL, 6.82 mmol) was added dropwise at −78° C. for 5 minutes, and the obtained solution was stirred at the same temperature for 30 minutes. Thereafter, a solution of N-methoxy-N-methyl-6-methyl-nicotinamide (614.5 mg, 3.41 mmol) in tetrahydrofuran (5 ml) was added dropwise at −78° C. for 20 minutes, and the obtained solution ...